This data is from the Open Reaction Database (ORD), a public repository of structured organic reaction records. The task is: describe an organic reaction: reactants, conditions, products, and yield The reactants are NC1=C2N(C(NC2=NC(=N1)C1=NN(C2=NC=CC=C21)CC2=C(C=CC=C2)F)=O)C (6-Amino-2-[1-(2-fluorobenzyl)-1H-pyrazolo[3,4-b]pyridin-3-yl]-7-methyl-7,9-dihydro-8H-purin-8-one), ICI (diiodomethane), N(=O)OCCC(C)C (isopentyl nitrite). Reaction conditions: temperature 85 celsius. Yields the product FC1=C(CN2N=C(C=3C2=NC=CC3)C3=NC(=C2N(C(NC2=N3)=O)C)I)C=CC=C1 (2-[1-(2-Fluorobenzyl)-1H-pyrazolo[3,4-b]pyridin-3-yl]-6-iodo-7-methyl-7,9-dihydro-8H-purin-8-one). As a reaction SMILES: N[C:2]1[N:10]=[C:9]([C:11]2[C:19]3[C:14](=[N:15][CH:16]=[CH:17][CH:18]=3)[N:13]([CH2:20][C:21]3[CH:26]=[CH:25][CH:24]=[CH:23][C:22]=3[F:27])[N:12]=2)[N:8]=[C:7]2[C:3]=1[N:4]([CH3:29])[C:5](=[O:28])[NH:6]2.N(OCCC(C)C)=O.[I:38]CI>>[F:27][C:22]1[CH:23]=[CH:24][CH:25]=[CH:26][C:21]=1[CH2:20][N:13]1[C:14]2=[N:15][CH:16]=[CH:17][CH:18]=[C:19]2[C:11]([C:9]2[N:8]=[C:7]3[C:3]([N:4]([CH3:29])[C:5](=[O:28])[NH:6]3)=[C:2]([I:38])[N:10]=2)=[N:12]1. Reported procedure: 1.725 g (3.358 mmol) of the compound from example 41 were dissolved in 7 ml of diiodomethane and admixed with 7.19 ml (53.732 mmol) of isopentyl nitrite. The reaction mixture was heated to 85° C. for 16 h and, after cooling, concentrated on a rotary evaporator. The residue was by means of preparative HPLC (eluent: water/acetonitrile/water with 1% trifluoroacetic acid, gradient 55:40:5→0:95:5). 64 mg of the title compound were obtained (4% of theory). Starting materials: COC(C1=C(C(=CC=C1)C=O)NS(=O)(=O)C1=CC=C(C=C1)OC)=O (3-Formyl-2-(4-methoxy-benzenesulfonylamino)-benzoic acid methyl ester), EtOAc Hexanes, BrCC1=CSC=C1 (3-bromomethyl thiophene). Product: COC(C1=C(C(=CC=C1)C=O)N(CC1=CSC=C1)S(=O)(=O)C1=CC=C(C=C1)OC)=O (3-Formyl-2-[(4-methoxy-benzenesulfonyl)-thiophen-3-ylmethyl-amino]-benzoic acid methyl ester). Yield: 86.0%. As a reaction SMILES: [CH3:1][O:2][C:3](=[O:24])[C:4]1[CH:9]=[CH:8][CH:7]=[C:6]([CH:10]=[O:11])[C:5]=1[NH:12][S:13]([C:16]1[CH:21]=[CH:20][C:19]([O:22][CH3:23])=[CH:18][CH:17]=1)(=[O:15])=[O:14].Br[CH2:26][C:27]1[CH:31]=[CH:30][S:29][CH:28]=1>>[CH3:1][O:2][C:3](=[O:24])[C:4]1[CH:9]=[CH:8][CH:7]=[C:6]([CH:10]=[O:11])[C:5]=1[N:12]([S:13]([C:16]1[CH:17]=[CH:18][C:19]([O:22][CH3:23])=[CH:20][CH:21]=1)(=[O:14])=[O:15])[CH2:26][C:27]1[CH:31]=[CH:30][S:29][CH:28]=1. Reported procedure: Following the procedure of Example 322, 1.0 g (2.865 mmol) of the product of Example 321 is reacted with 3-bromomethyl thiophene to give 1.10 g (86%) of the product as a white solid after chromatography on silica gel eluting with EtOAc/Hexanes (1:3). Electrospray Mass Spec: 446.1 (M+H)+. As a reaction SMILES: [Br:1][C:2]1[CH:18]=[CH:17][C:5]([N:6]([CH2:9][CH2:10][CH2:11][C:12]([O:14][CH2:15][CH3:16])=[O:13])[CH:7]=[O:8])=[C:4]([CH:19]=O)[CH:3]=1.CC(C)([O-])C.[K+].O.Cl>C(O)(C)(C)C>[Br:1][C:2]1[CH:18]=[CH:17][C:5]2[N:6]([CH:7]=[O:8])[CH2:9][CH2:10][C:11]([C:12]([O:14][CH2:15][CH3:16])=[O:13])=[CH:19][C:4]=2[CH:3]=1.[Br:1][C:2]1[CH:18]=[CH:17][C:5]2[N:6]([CH:7]=[O:8])[CH2:9][CH2:10][C:11]([C:12]([OH:14])=[O:13])=[CH:19][C:4]=2[CH:3]=1 |f:1.2|. Product: BrC=1C=CC2=C(C=C(CCN2C=O)C(=O)OCC)C1 (ethyl 7-bromo-1-formyl-2,3-dihydro-1-benzazepine-4-carboxylate), BrC=1C=CC2=C(C=C(CCN2C=O)C(=O)O)C1 (7-bromo-1-formyl-2,3-dihydro-1-benzazepine-4-carboxylic acid). Yield: 10.0%. Procedure: In t-butanol (500 ml) were dissolved ethyl 4-(4-bromo-2,N-diformylanilino)butyrate (15.32 g) and potassium t-butoxide (5.53 g), and the mixture was refluxed for 30 minutes. To the mixture were added water (500 ml) and 1N hydrochloric acid (50 ml), and the mixture was extracted with ethyl acetate (1000 ml). The organic layer was washed with saturated brine (200 ml) and dried with magnesium sulfate. The solvent was evaporated under reduced pressure, and the residue was purified with silica gel col... Starting materials: O (water), Cl (hydrochloric acid), BrC1=CC(=C(N(C=O)CCCC(=O)OCC)C=C1)C=O (ethyl 4-(4-bromo-2,N-diformylanilino)butyrate), CC(C)([O-])C.[K+] (potassium t-butoxide). Run in C(C)(C)(C)O (t-butanol). The reactants are BrC=1C=C2C(=NC1)NC=C2CC=2C=CC(=NC2F)N (5-(5-bromo-1H-pyrrolo[2,3-b]pyridin-3-ylmethyl)-6-fluoro-pyridin-2-ylamine), FC=1C=C(C(=NC1)OC)C=O (5-fluoro-2-methoxy-pyridine-3-carbaldehyde), C(C)[SiH](CC)CC (triethylsilane), FC(C(=O)O)(F)F (trifluoroacetic acid). Reaction conditions: temperature 80 celsius. The product is BrC=1C=C2C(=NC1)NC=C2CC=2C=CC(=NC2F)NCC=2C(=NC=C(C2)F)OC ([5-(5-bromo-1H-pyrrolo[2,3-b]pyridin-3-ylmethyl)-6-fluoro-pyridin-2-yl]-(5-fluoro-2-methoxy-pyridin-3-ylmethyl)-amine). RXN SMILES: [Br:1][C:2]1[CH:3]=[C:4]2[C:10]([CH2:11][C:12]3[CH:13]=[CH:14][C:15]([NH2:19])=[N:16][C:17]=3[F:18])=[CH:9][NH:8][C:5]2=[N:6][CH:7]=1.[F:20][C:21]1[CH:22]=[C:23]([CH:29]=O)[C:24]([O:27][CH3:28])=[N:25][CH:26]=1.C([SiH](CC)CC)C.FC(F)(F)C(O)=O>>[Br:1][C:2]1[CH:3]=[C:4]2[C:10]([CH2:11][C:12]3[CH:13]=[CH:14][C:15]([NH:19][CH2:29][C:23]4[C:24]([O:27][CH3:28])=[N:25][CH:26]=[C:21]([F:20])[CH:22]=4)=[N:16][C:17]=3[F:18])=[CH:9][NH:8][C:5]2=[N:6][CH:7]=1. Procedure details: To 5-(5-bromo-1H-pyrrolo[2,3-b]pyridin-3-ylmethyl)-6-fluoro-pyridin-2-ylamine (173, 1 equivalent) and 5-fluoro-2-methoxy-pyridine-3-carbaldehyde (37, 1 equivalent), triethylsilane (4 equivalents) and trifluoroacetic acid (4 equivalents) are added. The reaction is stirred at 80° C. for several hours, then concentrated under vacuum. The resulting material is taken up in ethyl acetate and extracted with addition of aqueous potassium carbonate. The organic layer is concentrated under vacuum, then tr... The reactants are C1(CCCC(=O)O1)=O (glutaric anhydride), Schiff base, C(C1=CC=CC=C1)=O (benzaldehyde), C(C1=CC=CC=C1)N (benzylamine). Run in C=1(C(=CC=CC1)C)C (xylene). Run at temperature 0 celsius. The product is C(C1=CC=CC=C1)N1C(CCC(C1C1=CC=CC=C1)C(=O)O)=O (1-Benzyl-6-phenyl-piperidin-2-one-5-carboxylic acid). The yield is 69.0%. As a reaction SMILES: [C:1]1(=[O:8])[O:7][C:5](=[O:6])[CH2:4][CH2:3][CH2:2]1.[CH:9](=O)[C:10]1[CH:15]=[CH:14][CH:13]=[CH:12][CH:11]=1.[CH2:17]([NH2:24])[C:18]1[CH:23]=[CH:22][CH:21]=[CH:20][CH:19]=1>C1(C)C(C)=CC=CC=1>[CH2:9]([N:24]1[CH:17]([C:18]2[CH:23]=[CH:22][CH:21]=[CH:20][CH:19]=2)[CH:2]([C:1]([OH:7])=[O:8])[CH2:3][CH2:4][C:5]1=[O:6])[C:10]1[CH:15]=[CH:14][CH:13]=[CH:12][CH:11]=1. Procedure details: 11.4 g (0.10 mole) of glutaric anhydride and 19.5 g (0.10 mole of Schiff base, prepared from benzaldehyde and benzylamine, are refluxed in 300 ml of xylene at 140° C. for 10 hr. After cooling to 0° C. the solid is collected, washed with xylene and ether: 24.7 g (80%) of acid. Recrystallization from acetone-ether gave 21.3 g (69%) of title compound mp 171°-4° C. EXAMPLE 16 Starting materials: C(C)C=1C=CC2=C(N=C(S2)C2=CC=CC=3C4=CC=CC=C4CC23)C1CC (diethylfluorenyl benzothiazole), [N+](=O)(O)[O-] (nitric acid), C(C)(=O)O (acetic acid), [N+](=O)([O-])C=1SC2=C(N1)C=CC=C2 (nitrobenzothiazole). Conditions: temperature 232.55 celsius, time 2 hour. The product is C(C)C1(C2=CC(=CC=C2C=2C=CC(=CC12)C=1SC2=C(N1)C=CC=C2)[N+](=O)[O-])CC (2-(9,9-Diethvl-7-nitro-fluoren-2-yl)benzothiazole). As a reaction SMILES: C([C:3]1[CH:4]=[CH:5][C:6]2[S:10][C:9]([C:11]3[C:23]4[CH2:22][C:21]5[C:16](=[CH:17][CH:18]=[CH:19][CH:20]=5)[C:15]=4C=CC=3)=[N:8][C:7]=2[C:24]=1CC)C.[N+:27]([O-:30])(O)=[O:28].[N+](C1S[C:36]2[CH:42]=[CH:41][CH:40]=[CH:39]C=2N=1)([O-])=O.[C:43](O)(=O)[CH3:44]>>[CH2:43]([C:41]1([CH2:40][CH3:39])[C:42]2[CH:36]=[C:11]([C:9]3[S:10][C:6]4[CH:5]=[CH:4][CH:3]=[CH:24][C:7]=4[N:8]=3)[CH:23]=[CH:15][C:16]=2[C:17]2[C:22]1=[CH:21][C:20]([N+:27]([O-:30])=[O:28])=[CH:19][CH:18]=2)[CH3:44]. Procedure details: A mixture of diethylfluorenyl benzothiazole, (9.0 g.), acetic acid (75 ml), and conc. nitric acid (sp. gr. 1.42, 25 ml) was held at 105° C. for 2 hours, cooled and filtered. These solids were stirred in dilute sodium hydroxide solution and filtered to get 10 g. of crude solid. This was recrystallized from toluene-heptane to afford 7.58 g., 75% of the nitrobenzothiazole, m.p. 209-2140C. Mass Spec: (m/z) 400(M+). Two recrystallizations from toluene-heptane raised the m.p. to 231.6-233.5° C. Anal. ... The reactants are OC=1C=C2CCCC2=C(C1C)C (5-hydroxy-6,7-dimethylindan), FC1=CC=C(C=C1)[C@H](CCCCCC(=O)OC)O (methyl (S)-7-(4-fluorophenyl)-7hydroxyheptanoate), C1(=CC=CC=C1)P(C1=CC=CC=C1)C1=CC=CC=C1 (triphenylphosphine), C(C)OC(=O)[N+](=[N-])C(=O)OCC (diethyldiazodicarboxylate). The solvent is ClCCCl (1,2-dichloroethane), ClCCCl (1,2-dichloroethane). Conditions: time 30 minute. Yields the product OC=1C(=C2CCCC2=C(C1C)C)[C@H](CCCCCC(=O)OC)C1=CC=C(C=C1)F (methyl (R)-7-(5-hydroxy-6,7-dimethylindan-4-yl)-7-(4-fluorophenyl)heptanoate). Yield: 37.6%. RXN SMILES: [OH:1][C:2]1[CH:3]=[C:4]2[C:8](=[C:9]([CH3:12])[C:10]=1[CH3:11])[CH2:7][CH2:6][CH2:5]2.[F:13][C:14]1[CH:19]=[CH:18][C:17]([C@@H:20](O)[CH2:21][CH2:22][CH2:23][CH2:24][CH2:25][C:26]([O:28][CH3:29])=[O:27])=[CH:16][CH:15]=1.C1(P(C2C=CC=CC=2)C2C=CC=CC=2)C=CC=CC=1.C(OC([N+](C(OCC)=O)=[N-])=O)C>ClCCCl>[OH:1][C:2]1[C:3]([C@@H:20]([C:17]2[CH:18]=[CH:19][C:14]([F:13])=[CH:15][CH:16]=2)[CH2:21][CH2:22][CH2:23][CH2:24][CH2:25][C:26]([O:28][CH3:29])=[O:27])=[C:4]2[C:8](=[C:9]([CH3:12])[C:10]=1[CH3:11])[CH2:7][CH2:6][CH2:5]2. Procedure details: To a solution of 5-hydroxy-6,7-dimethylindan (0.96 g, 5.9 mmol), methyl (S)-7-(4-fluorophenyl)-7hydroxyheptanoate (0.30 g, 1.2 mmol) and triphenylphosphine (0.46 g, 1.8 mmol) in 1,2-dichloroethane (15 ml) was added dropwise a solution of 95% diethyldiazodicarboxylate (DEAD) (0.33 ml) in 1,2-dichloroethane (3 ml) at 10° C. taking 30 minutes. The mixture was stirred for one hour at the same temperature range, then the solvent was distilled off under reduced pressure. The residue was subjected to a... The reactants are C(C)OC(=O)C=1NC=2CN(CCC2C1)C(=O)OCC(Cl)(Cl)Cl (2-Ethoxycarbonyl-6-(2,2,2-trichloroethoxycarbonyl)-4,5,6,7-tetrahydro-6-azaindole), C(C)(C)(C)OC(OC(C)(C)C)=O (di-tert-butylcarbonate), [H-].[Na+] (sodium hydride), [H][H] (hydrogen). The solvent is CN(C=O)C (dimethylformamide), O (water), CN(C=O)C (dimethylformamide), C(C)OCC (diethyl ether), CN(C=O)C (dimethylformamide). Reaction conditions: time 10 minute. Product: C(C)(C)(C)OC(=O)N1C(=CC=2CCN(CC12)C(=O)OCC(Cl)(Cl)Cl)C(=O)OCC (1-(tert-Butoxycarbonyl)-2-ethoxycarbonyl-6-(2,2,2-trichloroethoxycarbonyl)-4,5,6,7-tetrahydro-6-azaindole). Isolated yield 90.5%. Reaction SMILES: [H-].[Na+].[CH2:3]([O:5][C:6]([C:8]1[NH:9][C:10]2[CH2:11][N:12]([C:17]([O:19][CH2:20][C:21]([Cl:24])([Cl:23])[Cl:22])=[O:18])[CH2:13][CH2:14][C:15]=2[CH:16]=1)=[O:7])[CH3:4].[H][H].[C:27]([O:31][C:32](=O)[O:33]C(C)(C)C)([CH3:30])([CH3:29])[CH3:28]>CN(C)C=O.O.C(OCC)C>[C:27]([O:31][C:32]([N:9]1[C:10]2[CH2:11][N:12]([C:17]([O:19][CH2:20][C:21]([Cl:23])([Cl:24])[Cl:22])=[O:18])[CH2:13][CH2:14][C:15]=2[CH:16]=[C:8]1[C:6]([O:5][CH2:3][CH3:4])=[O:7])=[O:33])([CH3:30])([CH3:29])[CH3:28] |f:0.1|. Reported procedure: A suspension of diethyl ether washed sodium hydride (1.22 g, 0.041 mole) in dry dimethylformamide (50 ml) under nitrogen at 0° C. was treated with a solution of 2-ethoxycarbonyl-6-(2,2,2-trichloroethoxycarbonyl)-4,5,6,7-tetrahydro-6-azaindole from Example 3 (13.4 g, 0.036 mole) in dry dimethylformamide (35 ml) dropwise over 10 minutes. Evolution of hydrogen was noted and the mixture stirred at room temperature for 10 minutes. The solution was cooled to 0° C. and treated dropwise with a solution ... Reactants: C(C)(C)(C)OC(=O)CN1C(C(CN(C2=C1C=CC=C2)C(C(C)(C)C)=O)NC(=O)NC2=CC(=CC=C2)C(=O)OCC2=CC=CC=C2)=O (1-(1-tert-butoxycarbonylmethyl-2-oxo-5-pivaloyl-1,3,4,5-tetrahydro-2H-1,5-benzodiazepin-3-yl)-3-(3-benzyloxycarbonylphenyl)urea). Reagents/catalysts: [C].[Pd] (palladium carbon). The solvent is CO (Methanol). Run at time 1 hour. Product: C(C)(C)(C)OC(=O)CN1C(C(CN(C2=C1C=CC=C2)C(C(C)(C)C)=O)NC(NC=2C=C(C(=O)O)C=CC2)=O)=O (3-[3-(1-tert-butoxycarbonylmethyl-2-oxo-5-pivaloyl-1,3,4,5-tetrahydro-2H-1,5-benzodiazepin-3-yl)ureido]benzoic acid). The yield is 89.1%. Reaction SMILES: [C:1]([O:5][C:6]([CH2:8][N:9]1[C:15]2[CH:16]=[CH:17][CH:18]=[CH:19][C:14]=2[N:13]([C:20](=[O:25])[C:21]([CH3:24])([CH3:23])[CH3:22])[CH2:12][CH:11]([NH:26][C:27]([NH:29][C:30]2[CH:35]=[CH:34][CH:33]=[C:32]([C:36]([O:38]CC3C=CC=CC=3)=[O:37])[CH:31]=2)=[O:28])[C:10]1=[O:46])=[O:7])([CH3:4])([CH3:3])[CH3:2]>[C].[Pd].CO>[C:1]([O:5][C:6]([CH2:8][N:9]1[C:15]2[CH:16]=[CH:17][CH:18]=[CH:19][C:14]=2[N:13]([C:20](=[O:25])[C:21]([CH3:24])([CH3:23])[CH3:22])[CH2:12][CH:11]([NH:26][C:27](=[O:28])[NH:29][C:30]2[CH:31]=[C:32]([CH:33]=[CH:34][CH:35]=2)[C:36]([OH:38])=[O:37])[C:10]1=[O:46])=[O:7])([CH3:2])([CH3:3])[CH3:4] |f:1.2|. Procedure: Methanol (20 ml) and 10% palladium carbon (57 mg) were added to 1-(1-tert-butoxycarbonylmethyl-2-oxo-5-pivaloyl-1,3,4,5-tetrahydro-2H-1,5-benzodiazepin-3-yl)-3-(3-benzyloxycarbonylphenyl)urea (550 mg), the mixture was stirred at room temperature under hydrogen atmosphere for one hour. The reaction mixture was filtrated and the filtrate was concentrated under reduced pressure. Isopropyl ether was added to the residue for trituration and collected by filtration, to thereby obtain 420 mg of the tit... The reactants are C(=O)(O)[O-].[Na+] (NaHCO3), C(O)([O-])=O.[Na+] (Sodium hydrogen carbonate), IN1C(CCC1=O)=O (N-iodosuccinimide), C(C1=CC=CC=C1)N1N=CC2=C1N=C(C=C2C(=O)O)C2=CC(=C(C=C2)F)C(=O)OC (1-benzyl-6-[4-fluoro-3-(methoxycarbonyl)phenyl]-1H-pyrazolo[3,4-b]pyridine-4-carboxylic acid). Solvent: O1CCOCC1 (dioxane). Conditions: time 24 hour. Product: C(C1=CC=CC=C1)N1N=C(C2=C1N=C(C=C2C(=O)O)C2=CC(=C(C=C2)F)C(=O)OC)I (1-benzyl-6-[4-fluoro-3-(methoxycarbonyl)phenyl]-3-iodo-1H-pyrazolo[3,4-b]pyridine-4-carboxylic acid). Isolated yield 57.9%. RXN SMILES: C(=O)([O-])O.[Na+].[I:6]N1C(=O)CCC1=O.[CH2:14]([N:21]1[C:25]2[N:26]=[C:27]([C:33]3[CH:38]=[CH:37][C:36]([F:39])=[C:35]([C:40]([O:42][CH3:43])=[O:41])[CH:34]=3)[CH:28]=[C:29]([C:30]([OH:32])=[O:31])[C:24]=2[CH:23]=[N:22]1)[C:15]1[CH:20]=[CH:19][CH:18]=[CH:17][CH:16]=1>O1CCOCC1>[CH2:14]([N:21]1[C:25]2[N:26]=[C:27]([C:33]3[CH:38]=[CH:37][C:36]([F:39])=[C:35]([C:40]([O:42][CH3:43])=[O:41])[CH:34]=3)[CH:28]=[C:29]([C:30]([OH:32])=[O:31])[C:24]=2[C:23]([I:6])=[N:22]1)[C:15]1[CH:20]=[CH:19][CH:18]=[CH:17][CH:16]=1 |f:0.1|. Procedure details: Sodium hydrogen carbonate (11.39 g/0.136 mol) and N-iodosuccinimide (30.51 g/0.136 mol) are added portionwise to a suspension of 1-benzyl-6-[4-fluoro-3-(methoxycarbonyl)phenyl]-1H-pyrazolo[3,4-b]pyridine-4-carboxylic acid (14.25 g/45.2 mmol) in 410 mL of dioxane. The reaction mixture is stirred for 24 h at ambient temperature. The reaction medium is run into a saturated aqueous solution of NaHCO3. The aqueous phase is washed with EtOAc and then acidified to pH=2-3 using a solution of KHSO4 (1 M)...